From a dataset of the Open Reaction Database (ORD), a public repository of structured organic reaction records. describe an organic reaction: reactants, conditions, products, and yield Reactants: C1(=C(C(=C(C(=C1F)F)F)N)F)N.Cl.Cl (dihydrochloride), Cl.Cl.FC1=CC=C(C=C1)C1(OCCO1)CCCN(CC)CCN1CCC(CC1)OC1=CC(=CC=C1)Cl (1-{2-{N-{3-[2-(4-fluorophenyl)-1,3-dioxolan-2-yl]propyl}-N-ethylamino}ethyl}-4-(3-chlorophenoxy)piperidine dihydrochloride), Cl (HCl), C([O-])(O)=O.[Na+] (sodium bicarbonate). Run in CO (methanol), CO (methanol). The product is Cl.Cl.FC1=CC=C(C=C1)C(CCCN(CC)CCN1CCC(CC1)OC1=CC(=CC=C1)Cl)=O (1-{2-{N-[4-(4-Fluorophenyl)-4-oxobutyl]-N-ethylamino}ethyl}-4-(3-chlorophenoxy)piperidine dihydrochloride). RXN SMILES: [ClH:1].Cl.[F:3][C:4]1[CH:9]=[CH:8][C:7]([C:10]2([CH2:15][CH2:16][CH2:17][N:18]([CH2:21][CH2:22][N:23]3[CH2:28][CH2:27][CH:26]([O:29][C:30]4[CH:35]=[CH:34][CH:33]=[C:32]([Cl:36])[CH:31]=4)[CH2:25][CH2:24]3)[CH2:19][CH3:20])OCC[O:11]2)=[CH:6][CH:5]=1.Cl.C(=O)(O)[O-].[Na+].C1(N)C(F)=C(F)C(F)=C(N)C=1F.Cl.Cl>CO>[ClH:36].[ClH:1].[F:3][C:4]1[CH:9]=[CH:8][C:7]([C:10](=[O:11])[CH2:15][CH2:16][CH2:17][N:18]([CH2:21][CH2:22][N:23]2[CH2:24][CH2:25][CH:26]([O:29][C:30]3[CH:35]=[CH:34][CH:33]=[C:32]([Cl:36])[CH:31]=3)[CH2:27][CH2:28]2)[CH2:19][CH3:20])=[CH:6][CH:5]=1 |f:0.1.2,4.5,6.7.8,10.11.12|. Procedure details: A solution of 5.68 g (10.1 mmol) of 1-{2-{N-{3-[2-(4-fluorophenyl)-1,3-dioxolan-2-yl]propyl}-N-ethylamino}ethyl}-4-(3-chlorophenoxy)piperidine dihydrochloride, 150 ml of methanol and 70 ml of 3N HCl was heated at reflux for 4 hours under nitrogen and allowed to cool to room temperature. The mixture was neutralized with saturated sodium bicarbonate after which the methanol was evaporated. The residual aqueous solution was made basic with saturated sodium carbonate, extracted twice with ether and ... The reactants are O.NN (Hydrazine hydrate), FC1=C(C=C(C=C1)OC)/C=C/CN1C(C2=CC=CC=C2C1=O)=O (trans - 2-[3-(2-fluoro-5-methoxyphenyl)prop-2-en-1-yl]-isoindole-1,3-dione), Cl (HCl). The solvent is CCO (EtOH). Reaction conditions: temperature 0 celsius. Yields the product FC1=C(C=C(C=C1)OC)/C=C/CN (trans-3-(2-Fluoro-5-methoxyphenyl)allylamine). RXN SMILES: O.NN.[F:4][C:5]1[CH:10]=[CH:9][C:8]([O:11][CH3:12])=[CH:7][C:6]=1/[CH:13]=[CH:14]/[CH2:15][N:16]1C(=O)C2C(=CC=CC=2)C1=O.Cl>CCO>[F:4][C:5]1[CH:10]=[CH:9][C:8]([O:11][CH3:12])=[CH:7][C:6]=1/[CH:13]=[CH:14]/[CH2:15][NH2:16] |f:0.1|. Procedure: Hydrazine hydrate (88%)(358 mg, 6.3 mmol) was slowly added to a stirring solution of trans - 2-[3-(2-fluoro-5-methoxyphenyl)prop-2-en-1-yl]-isoindole-1,3-dione (650 mg, 2.1 mmol) in EtOH (40mL) and the solution was heated to reflux for 5 h. The resulting mixture was made acidic (pH<2.0) (10N HCl) followed by heating on a steam bath for 60 min. Cooling of the suspension to 0° C. precipitated the hydrazide which was filtered off, the filtrate was then diluted with H2O (20 mL) and extracted with Et... Starting materials: CC(=Cc1ccc(S(=O)(=O)CCO)cc1)c1ccc2c(c1)C(C)(C)CCC2(C)C, C1CCOC1, BrP(Br)Br, c1ccncc1. The product is C=CS(=O)(=O)c1ccc(C=C(C)c2ccc3c(c2)C(C)(C)CCC3(C)C)cc1. As a reaction SMILES: [CH3:1][C:2]1([CH3:29])[c:3]2[cH:4][cH:5][c:6]([C:14](=[CH:15][c:16]3[cH:17][cH:18][c:19]([S:22](=[O:23])(=[O:24])[CH2:25][CH2:26][OH:27])[cH:20][cH:21]3)[CH3:28])[cH:7][c:8]2[C:9]([CH3:12])([CH3:13])[CH2:10][CH2:11]1.[O:40]1[CH2:41][CH2:42][CH2:43][CH2:44]1.[P:36]([Br:37])([Br:38])[Br:39].[cH:30]1[cH:31][cH:32][n:33][cH:34][cH:35]1>>[CH3:1][C:2]1([CH3:29])[c:3]2[cH:4][cH:5][c:6]([C:14](=[CH:15][c:16]3[cH:17][cH:18][c:19]([S:22](=[O:23])(=[O:24])[CH:25]=[CH2:26])[cH:20][cH:21]3)[CH3:28])[cH:7][c:8]2[C:9]([CH3:12])([CH3:13])[CH2:10][CH2:11]1. The reactants are C(=O)(O)[O-].[Na+] (NaHCO3), [OH-].[Na+] (NaOH), FC1=CC=CC=2NC(=NC21)SCC2=NC=CC(=C2)OC (4-Fluoro-2[[(4-methoxy-2-pyridinyl)methyl]thio]-1H-benzimidazole), Cl (HCl), ClC1=CC(=CC=C1)C(=O)OO (m-Chloroperbenzoic acid). The product is FC1=CC=CC=2NC(=NC21)S(=O)CC2=NC=CC(=C2)OC (4-fluoro-2-[[(4-methoxy-2-pyridinyl)methyl]sulfinyl]-1H-benzimidazole). Procedure: 4-Fluoro-2[[(4-methoxy-2-pyridinyl)methyl]thio]-1H-benzimidazole (1.31 g, 0.0045 mol) was dissolved in methylene chloride (60 ml). NaHCO3 (0.76 g, 0.0090 mol) dissolved in water (10 ml) was added and the mixture was cooled to +2° C. m-Chloroperbenzoic acid, 84% (1.64 g, 0.0045 mol) dissolved in methylene chloride (10 ml) was added dropwise with stirring. Stirring was continued at +2° C. for 15 min. After separation the organic layer was extracted with an aqueous 0.20 M NaOH solution (2×25 ml, 0.... Run at time 15 minute. Run in C(Cl)Cl (methylene chloride), O (water), C(Cl)Cl (methylene chloride), C(Cl)Cl (methylene chloride). RXN SMILES: [F:1][C:2]1[C:10]2[N:9]=[C:8]([S:11][CH2:12][C:13]3[CH:18]=[C:17]([O:19][CH3:20])[CH:16]=[CH:15][N:14]=3)[NH:7][C:6]=2[CH:5]=[CH:4][CH:3]=1.C([O-])(O)=[O:22].[Na+].ClC1C=CC=C(C(OO)=O)C=1.[OH-].[Na+].Cl>C(Cl)Cl.O>[F:1][C:2]1[C:10]2[N:9]=[C:8]([S:11]([CH2:12][C:13]3[CH:18]=[C:17]([O:19][CH3:20])[CH:16]=[CH:15][N:14]=3)=[O:22])[NH:7][C:6]=2[CH:5]=[CH:4][CH:3]=1 |f:1.2,4.5|. The reactants are CC1(C=2C=CC(=CC2C(CC1)(C)C)C(=O)C1=C(C(=O)O)C=CC=C1)C (2-[(5,5,8,8-tetramethyl-5,6,7,8-tetrahydro-2-naphthyl)carbonyl]benzoic acid), P(Cl)(Cl)Cl (phosphorus trichloride), C(CCC)NCCCC (dibutylamine). Run in ClCCl (dichloromethane), ClCCl (dichloromethane). The product is C(CCC)N(C(C1=C(C=CC=C1)C(=O)C1=CC=2C(CCC(C2C=C1)(C)C)(C)C)=O)CCCC (N,N-di-n-butyl 2-[(5,5,8,8-tetramethyl-5,6,7,8-tetrahydro-2-naphthyl) carbonyl]benzamide). Yield: 26.8%. RXN SMILES: [CH3:1][C:2]1([CH3:25])[CH2:11][CH2:10][C:9]([CH3:13])([CH3:12])[C:8]2[CH:7]=[C:6]([C:14]([C:16]3[CH:24]=[CH:23][CH:22]=[CH:21][C:17]=3[C:18]([OH:20])=O)=[O:15])[CH:5]=[CH:4][C:3]1=2.P(Cl)(Cl)Cl.[CH2:30]([NH:34][CH2:35][CH2:36][CH2:37][CH3:38])[CH2:31][CH2:32][CH3:33]>ClCCl>[CH2:30]([N:34]([CH2:35][CH2:36][CH2:37][CH3:38])[C:18](=[O:20])[C:17]1[CH:21]=[CH:22][CH:23]=[CH:24][C:16]=1[C:14]([C:6]1[CH:5]=[CH:4][C:3]2[C:2]([CH3:25])([CH3:1])[CH2:11][CH2:10][C:9]([CH3:13])([CH3:12])[C:8]=2[CH:7]=1)=[O:15])[CH2:31][CH2:32][CH3:33]. Procedure: To a solution of 1.68 g (5 mmoles) of 2-[(5,5,8,8-tetramethyl-5,6,7,8-tetrahydro-2-naphthyl)carbonyl]benzoic acid in 20 cm3 of anhydrous dichloromethane, there is added 0.22cm3 (2.5 mmoles) of phosphorus trichloride. The mixture is heated for 3 hours at reflux. After cooling to +5° C., 2.6 cm3 (15 mmoles) of dibutylamine are added. Stirring is maintained for 30 minutes at +5° C., and then for 1 additional hour so as to permit the reaction mixture to return to ambient temperature. The reaction mi...